This data is from the Open Reaction Database (ORD), a public repository of structured organic reaction records. The task is: describe an organic reaction: reactants, conditions, products, and yield The reactants are CCN(CC)C(=O)c1ccc(F)c(F)c1, C=O, C1CCOC1, CN(C)CCN(C)C, [Li]C(C)CC. Yields the product CCN(CC)C(=O)c1ccc(F)c(F)c1CO. Reaction SMILES: [CH2:1]([CH3:2])[N:3]([C:4]([c:5]1[cH:6][c:7]([F:12])[c:8]([F:11])[cH:9][cH:10]1)=[O:13])[CH2:14][CH3:15].[CH2:29]=[O:30].[CH2:31]1[O:32][CH2:33][CH2:34][CH2:35]1.[CH3:16][N:17]([CH3:18])[CH2:19][CH2:20][N:21]([CH3:22])[CH3:23].[CH:24]([Li:25])([CH2:26][CH3:27])[CH3:28]>>[CH2:1]([CH3:2])[N:3]([C:4]([c:5]1[c:6]([CH2:29][OH:30])[c:7]([F:12])[c:8]([F:11])[cH:9][cH:10]1)=[O:13])[CH2:14][CH3:15]. Reactants: solution, C=CC=C (1,3-butadiene), C(CCC)[Li] (n-butyl lithium), solution, CN(C)CCN(C)C (TMEDA), C=CC=C (1,3-butadiene). Run in CCCCCC (hexane). Run at temperature 88 celsius, time 0.51 hour. Yields the product C=CC=C.C=CC1=CC=CC=C1 (styrene-butadiene). RXN SMILES: [CH2:1]=[CH:2][CH:3]=[CH2:4].[CH2:5]([Li])[CH2:6][CH2:7][CH3:8].CN(CCN(C)C)C>CCCCCC>[CH2:1]=[CH:2][CH:3]=[CH2:4].[CH2:1]=[CH:2][C:3]1[CH:8]=[CH:7][CH:6]=[CH:5][CH:4]=1 |f:4.5|. Procedure: In this experiment, a styrene-butadiene polymer was synthesized utilizing the continuous polymerization procedure of this invention. A two-reactor system which consisted of a 1-gallon first reactor and a 2-gallon second reactor was utilized with the polymerization temperature being maintained at about 190° F. (88° C.). In the procedure used, 1,3-butadiene was charged into the first reactor at a rate of 115.2 grams per minute, n-butyl lithium was charged into the first reactor as a 0.25M solution...